From a dataset of the Open Reaction Database (ORD), a public repository of structured organic reaction records. describe an organic reaction: reactants, conditions, products, and yield Starting materials: ClC=1C=CC2=C(C(=C(S2)S(=O)(=O)NC=2C=C(C(=O)O)C=CC2)C)C1 (3-{[(5-chloro-3-methyl-1-benzothien-2-yl)sulfonyl]-amino}benzoic acid), ClC=1C=CC2=C(C(=C(S2)S(=O)(=O)NC=2C=C(C(=O)O)C=CC2)C)C1 (3-{[(5-chloro-3-methyl-1-benzothien-2-yl)sulfonyl]-amino}benzoic acid), C(CCC)O (1-butanol). The product is ClC=1C=CC2=C(C(=C(S2)S(=O)(=O)NC=2C=C(C(=O)OCCCC)C=CC2)C)C1 (Butyl 3-{[(5-chloro-3-methyl-1-benzothiophen-2-yl)sulfonyl]amino}benzoate). Yield: 77.0%. Reaction SMILES: [Cl:1][C:2]1[CH:3]=[CH:4][C:5]2[S:9][C:8]([S:10]([NH:13][C:14]3[CH:15]=[C:16]([CH:20]=[CH:21][CH:22]=3)[C:17]([OH:19])=[O:18])(=[O:12])=[O:11])=[C:7]([CH3:23])[C:6]=2[CH:24]=1.[CH2:25](O)[CH2:26][CH2:27][CH3:28]>>[Cl:1][C:2]1[CH:3]=[CH:4][C:5]2[S:9][C:8]([S:10]([NH:13][C:14]3[CH:15]=[C:16]([CH:20]=[CH:21][CH:22]=3)[C:17]([O:19][CH2:25][CH2:26][CH2:27][CH3:28])=[O:18])(=[O:12])=[O:11])=[C:7]([CH3:23])[C:6]=2[CH:24]=1. Procedure details: The product was prepared from 3-{[(5-chloro-3-methyl-1-benzothien-2-yl)sulfonyl]amino}benzoic acid (21 mg, 0.055 mmol) (Intermediate 19) and 1-butanol (7.4 mg, 0.100 mmol) according to the General Procedure 7, described in Example 107. The title compound was obtained in 77% yield (18.5 mg). 1H NMR (500 MHz, CDCl3) δ ppm 0.95 (t, J=7.39 Hz, 3 H) 1.37-1.46 (m, 2 H) 1.65-1.72 (m, 2 H) 2.44 (s, 3 H) 4.27 (t, J=6.65 Hz, 2H) 6.88 (s, 1 H) 7.36 (dd, J=8.06, 7.67 Hz, 1 H) 7.42 (ddd, J=8.06, 2.32, 1.22 H... Starting materials: ClCCN(C(C)(C)C)CCCl (bis-(2-chloroethyl)-tert-butylamine), C(C1=CC=CC=C1)N (benzylamine). Run in C(C)O (ethanol), C(C)O (ethanol), C(C)O (ethanol). Yields the product C(C1=CC=CC=C1)N1CCN(CC1)C(C)(C)C (1-benzyl-4-tert-butyl piperazine). As a reaction SMILES: Cl[CH2:2][CH2:3][N:4]([CH2:9][CH2:10]Cl)[C:5]([CH3:8])([CH3:7])[CH3:6].[CH2:12]([NH2:19])[C:13]1[CH:18]=[CH:17][CH:16]=[CH:15][CH:14]=1>C(O)C>[CH2:12]([N:19]1[CH2:10][CH2:9][N:4]([C:5]([CH3:8])([CH3:7])[CH3:6])[CH2:3][CH2:2]1)[C:13]1[CH:18]=[CH:17][CH:16]=[CH:15][CH:14]=1. Reported procedure: A solution of 2000 g of bis-(2-chloroethyl)-tert-butylamine in 500 cc of ethanol and a solution of 1095 g of benzylamine in 750 cc of ethanol are simultaneously added dropwise to 1000 cc of boiling ethanol. After the addition is complete, the reaction mixture is heated to the boil for 1 hour. The mixture is subsequently concentrated in a vacuum and the residue is dissolved in dilute hydrochloric acid. The acid solution is washed with ether and is subsequently rendered alkaline with a concentrate... The reactants are [N+](=O)([O-])C=1C=C(C=CC1)C1=NOC(=C1)C(CC=O)C (3-[3-(3-nitrophenyl)isoxazol-5-yl]butanal), COC1=C(C=CC=C1)N1CCCCC1 (1-(2-methoxyphenyl)piperidine), [BH-](OC(=O)C)(OC(=O)C)OC(=O)C.[Na+] (NaBH(OAc)3), C(C1=CC=CC=C1)N1CCNCC1 (1-benylpiperazine). Solvent: C(Cl)Cl (methylene chloride). The product is COC1=C(C=CC=C1)N1CCN(CC1)CCCCC1=CC(=NO1)C1=CC(=CC=C1)[N+](=O)[O-] (2-Methoxy-1-(4-{4-[3-(3-Nitrophenyl)isoxazol-5-yl]butyl}piperazinyl)benzene). The yield is 80.1%. As a reaction SMILES: [N+:1]([C:4]1[CH:5]=[C:6]([C:10]2[CH:14]=[C:13]([CH:15](C)[CH2:16][CH:17]=O)[O:12][N:11]=2)[CH:7]=[CH:8][CH:9]=1)([O-:3])=[O:2].[CH3:20][O:21][C:22]1[CH:27]=[CH:26][CH:25]=[CH:24][C:23]=1[N:28]1[CH2:33][CH2:32]C[CH2:30][CH2:29]1.[BH-](OC(C)=O)(OC(C)=O)OC(C)=O.[Na+].[CH2:48]([N:55]1CCNCC1)C1C=CC=CC=1>C(Cl)Cl>[CH3:20][O:21][C:22]1[CH:27]=[CH:26][CH:25]=[CH:24][C:23]=1[N:28]1[CH2:33][CH2:32][N:55]([CH2:48][CH2:17][CH2:16][CH2:15][C:13]2[O:12][N:11]=[C:10]([C:6]3[CH:7]=[CH:8][CH:9]=[C:4]([N+:1]([O-:3])=[O:2])[CH:5]=3)[CH:14]=2)[CH2:30][CH2:29]1 |f:2.3|. Reported procedure: About 2 min after dissolving 3-[3-(3-nitrophenyl)isoxazol-5-yl]butanal (60 mg, 0.231 mmol) and 1-(2-methoxyphenyl)piperidine (44.4 mg, 0.231 mmol) in 3 mL of dry methylene chloride, were added NaBH(OAc)3 (147 mg, 0.693 mmol), cold acetic acid (15.9, 0.277 mmol) and molecular sieves (5 beads). The reaction mixture was reacted for 4.2 hr and followed the same processes as in Example 1 to obtain 80.8 mg (80.1%) of the target compound. Starting materials: Cc1cccc(NC(=O)NCC(=O)O)c1, CC(C)(C)OC(=O)C(Nc1ccccc1)c1ccccc1Cl, O=S(Cl)Cl. Product: Cc1cccc(NC(=O)NCC(=O)N(c2ccccc2)C(C(=O)OC(C)(C)C)c2ccccc2Cl)c1. As a reaction SMILES: [CH3:1][c:2]1[cH:3][c:4]([NH:8][C:9]([NH:10][CH2:11][C:12](=[O:13])[OH:14])=[O:15])[cH:5][cH:6][cH:7]1.[NH:16]([c:17]1[cH:18][cH:19][cH:20][cH:21][cH:22]1)[CH:23]([C:24](=[O:25])[O:26][C:27]([CH3:28])([CH3:29])[CH3:30])[c:31]1[c:32]([Cl:37])[cH:33][cH:34][cH:35][cH:36]1.[S:38]([Cl:39])([Cl:40])=[O:41]>>[CH3:1][c:2]1[cH:3][c:4]([NH:8][C:9]([NH:10][CH2:11][C:12](=[O:14])[N:16]([c:17]2[cH:18][cH:19][cH:20][cH:21][cH:22]2)[CH:23]([C:24](=[O:25])[O:26][C:27]([CH3:28])([CH3:29])[CH3:30])[c:31]2[c:32]([Cl:37])[cH:33][cH:34][cH:35][cH:36]2)=[O:15])[cH:5][cH:6][cH:7]1. Starting materials: O(P([O-])(=O)OP(=O)([O-])[O-])C\C=C(/C)\CC\C=C(\CC\C=C(/C)\CCC=C(C)C)/C ((E,E,E)-geranylgeranyl diphosphate), ent- and syn-copalyl diphosphate, C/C(=C\CO)/CC[C@@H]1C(=C)CC[C@H]2[C@@]1(CCCC2(C)C)C (copalol). Yields the product C/C(=C\COP(=O)(O)OP(=O)(O)O)/CC[C@@H]1C(=C)CC[C@@H]2[C@@]1(CCCC2(C)C)C (syn-Copalyl Diphosphate). Reaction SMILES: [O:1]([CH2:10]/[CH:11]=[C:12](/[CH2:14][CH2:15]/[CH:16]=[C:17](\[CH3:29])/[CH2:18][CH2:19]/[CH:20]=[C:21](/[CH2:23][CH2:24][CH:25]=[C:26]([CH3:28])[CH3:27])\[CH3:22])\[CH3:13])[P:2]([O:5][P:6]([O-:9])([O-:8])=[O:7])(=[O:4])[O-:3].C/C(/CC[C@H]1[C@@]2(C)CCCC(C)(C)[C@H]2CCC1=C)=C\CO>>[CH3:13]/[C:12](/[CH2:14][CH2:15][C@H:16]1[C@@:21]2([CH3:22])[CH2:23][CH2:24][CH2:25][C:26]([CH3:28])([CH3:27])[C@@H:20]2[CH2:19][CH2:18][C:17]1=[CH2:29])=[CH:11]\[CH2:10][O:1][P:2]([O:5][P:6]([OH:9])([OH:8])=[O:7])([OH:3])=[O:4]. Procedure details: Chemicals. The preparation of (E,E,E)-geranylgeranyl diphosphate (GGPP), and ent- and syn-copalyl diphosphate (CPP), from the corresponding copalol stereoisomers (Yee and Coates 1992), has been previously described (Mohan et al. 1996). Unless otherwise noted, all other chemicals were purchased from Fisher Scientific (Fairlawn, N.J., USA). Reactants: BrC(Br)(Br)Br, C1CCOC1, OCC#Cc1ccc(Oc2ccccc2)cc1, c1ccc(P(c2ccccc2)c2ccccc2)cc1. The product is BrCC#Cc1ccc(Oc2ccccc2)cc1. RXN SMILES: [C:37]([Br:38])([Br:39])([Br:40])[Br:41].[CH2:42]1[O:43][CH2:44][CH2:45][CH2:46]1.[O:1]([c:2]1[cH:3][cH:4][cH:5][cH:6][cH:7]1)[c:8]1[cH:9][cH:10][c:11]([C:14]#[C:15][CH2:16][OH:17])[cH:12][cH:13]1.[c:18]1([P:19]([c:20]2[cH:21][cH:22][cH:23][cH:24][cH:25]2)[c:26]2[cH:27][cH:28][cH:29][cH:30][cH:31]2)[cH:32][cH:33][cH:34][cH:35][cH:36]1>>[O:1]([c:2]1[cH:3][cH:4][cH:5][cH:6][cH:7]1)[c:8]1[cH:9][cH:10][c:11]([C:14]#[C:15][CH2:16][Br:38])[cH:12][cH:13]1.